This data is from the Open Reaction Database (ORD), a public repository of structured organic reaction records. The task is: describe an organic reaction: reactants, conditions, products, and yield Starting materials: [BH4-], CC(=O)c1c(C)nc(-c2ccccc2)nc1-c1ccc([N+](=O)[O-])cc1, CO, [Na+], C1CCOC1. The product is Cc1nc(-c2ccccc2)nc(-c2ccc([N+](=O)[O-])cc2)c1C(C)O. RXN SMILES: [BH4-:26].[C:1]([CH3:2])(=[O:3])[c:4]1[c:5](-[c:17]2[cH:18][cH:19][c:20]([N+:23](=[O:24])[O-:25])[cH:21][cH:22]2)[n:6][c:7](-[c:11]2[cH:12][cH:13][cH:14][cH:15][cH:16]2)[n:8][c:9]1[CH3:10].[CH3:28][OH:29].[Na+:27].[O:30]1[CH2:31][CH2:32][CH2:33][CH2:34]1>>[CH:1]([CH3:2])([OH:3])[c:4]1[c:5](-[c:17]2[cH:18][cH:19][c:20]([N+:23](=[O:24])[O-:25])[cH:21][cH:22]2)[n:6][c:7](-[c:11]2[cH:12][cH:13][cH:14][cH:15][cH:16]2)[n:8][c:9]1[CH3:10]. Product: CN1CC=2N(C3=C(C1=O)C=CC=C3)C=NC2C#N (5,6-dihydro-5-methyl-6-oxo-4H-imidazo[ 1,5-a][1,4]benzodiazepine-3-carbonitrile). Starting materials: CN1CC=2N(C3=C(C1=O)C=CC=C3)C=NC2C(=O)N (5,6-dihydro-5-methyl-6-oxo-4H-imidazo[1,5-a][1,4]benzodiazepine-3-carboxamide), O (water), [OH-].[Na+] (sodium hydroxide). Reported procedure: 0.5 g of 5,6-dihydro-5-methyl-6-oxo-4H-imidazo[1,5-a][1,4]benzodiazepine-3-carboxamide is heated to reflux while stirring for 40 hours together with 0.5 g of Sicapent in 150 ml of toluene. The mixture is treated with a 0.5 g portion of Sicapent after 16 hours, 19 hours and 24 hours. The mixture is subsequently cooled and treated with water. The mixture is adjusted to pH 9 with 28 percent sodium hydroxide. After separation of the organic phase, the alkaline-aqueous phase is extracted twice with 2... RXN SMILES: [CH3:1][N:2]1[C:8](=[O:9])[C:7]2[CH:10]=[CH:11][CH:12]=[CH:13][C:6]=2[N:5]2[CH:14]=[N:15][C:16]([C:17]([NH2:19])=O)=[C:4]2[CH2:3]1.O.[OH-].[Na+]>C1(C)C=CC=CC=1>[CH3:1][N:2]1[C:8](=[O:9])[C:7]2[CH:10]=[CH:11][CH:12]=[CH:13][C:6]=2[N:5]2[CH:14]=[N:15][C:16]([C:17]#[N:19])=[C:4]2[CH2:3]1 |f:2.3|. Run in C1(=CC=CC=C1)C (toluene). The reactants are CN(C)CCOC1=CC=C(C=C1)/C(=C(/CCCl)\C2=CC=CC=C2)/C3=CC=CC=C3 (toremifene base), C(C)(=O)O (acetic acid). Run in CO (methanol). Yields the product CN(C)CCOC=1C=CC(=CC1)/C(=C(/CCCl)\C=2C=CC=CC2)/C=3C=CC=CC3.C(C)(=O)[O-] (Toremifene Acetate), CN(C)CCOC=1C=CC(=CC1)/C(=C(/CCCl)\C=2C=CC=CC2)/C=3C=CC=CC3 (toremifene). RXN SMILES: [CH3:1][N:2]([CH2:4][CH2:5][O:6][C:7]1[CH:12]=[CH:11][C:10](/[C:13](/[C:24]2[CH:29]=[CH:28][CH:27]=[CH:26][CH:25]=2)=[C:14](\[C:18]2[CH:23]=[CH:22][CH:21]=[CH:20][CH:19]=2)/[CH2:15][CH2:16][Cl:17])=[CH:9][CH:8]=1)[CH3:3].[C:30]([OH:33])(=[O:32])[CH3:31]>CO>[CH3:1][N:2]([CH2:4][CH2:5][O:6][C:7]1[CH:8]=[CH:9][C:10](/[C:13](/[C:24]2[CH:29]=[CH:28][CH:27]=[CH:26][CH:25]=2)=[C:14](\[C:18]2[CH:19]=[CH:20][CH:21]=[CH:22][CH:23]=2)/[CH2:15][CH2:16][Cl:17])=[CH:11][CH:12]=1)[CH3:3].[C:30]([O-:33])(=[O:32])[CH3:31].[CH3:1][N:2]([CH2:4][CH2:5][O:6][C:7]1[CH:8]=[CH:9][C:10](/[C:13](/[C:24]2[CH:29]=[CH:28][CH:27]=[CH:26][CH:25]=2)=[C:14](\[C:18]2[CH:19]=[CH:20][CH:21]=[CH:22][CH:23]=2)/[CH2:15][CH2:16][Cl:17])=[CH:11][CH:12]=1)[CH3:3] |f:3.4|. Procedure details: To a solution of toremifene base (1.00 g, 0.0025 moles) and methanol (20 ml) was slowly added acetic acid (160 μl, 0.0028 moles). The mixture was stirred for a while and evaporated to dryness. The acetate of toremifene was obtained as sticky white solid. 1H-NMR (d4-MeOH) d 7.37 (tt, 2H), 7.33-7.25 (m, 3H), 7.25-7.10 (m, 5H), 6.82 (dt, 2H), 6.63 (dt, 2H), 4.08 (t, 2H), 3.39 (t, 2H), 3.09 (t, 2H), 2.89 (t, 2H), 2.60 (s, 6H), 1.92 (s, 3H). Reactants: O1CCC2=C1C(=CC=C2)C(=O)O (2,3-dihydrobenzofuran-7-carboxylic acid), FC(C(=O)O)(F)F (trifluoroacetic acid), [N-]=[N+]=[N-].[Na+] (sodium azide). The solvent is FC(C(=O)OC(C(F)(F)F)=O)(F)F (trifluoroacetic anhydride). Conditions: time 1.5 hour. Yields the product FC(C(=O)NC1=CC=CC=2CCOC21)(F)F (7-(trifluoroacetylamino)-2,3-dihydrobenzofuran). Yield: 82.0%. As a reaction SMILES: [O:1]1[C:5]2[C:6](C(O)=O)=[CH:7][CH:8]=[CH:9][C:4]=2[CH2:3][CH2:2]1.[N-:13]=[N+]=[N-].[Na+].[F:17][C:18]([F:23])([F:22])[C:19](O)=[O:20]>FC(F)(F)C(OC(=O)C(F)(F)F)=O>[F:17][C:18]([F:23])([F:22])[C:19]([NH:13][C:6]1[C:5]2[O:1][CH2:2][CH2:3][C:4]=2[CH:9]=[CH:8][CH:7]=1)=[O:20] |f:1.2|. Procedure details: 2,3-dihydrobenzofuran-7-carboxylic acid (D1) (1.42 g) was dissolved in a mixture of trifluoroacetic acid (50 ml) and trifluoroacetic anhydride (10 ml). After stirring at room temperature for 1.5 h, the mixture was cooled to 0° C. and treated portionwise with sodium azide (788 mg, 1.4 eq.), then stirred at room temperature for 2 days under argon. The mixture was evaporated under reduced pressure, and the residue partitioned between CHCl3 and water. The organic phase was washed with K2CO3 (aq), dr... Reported procedure: The compound of example 206 was prepared analogous to compound of example 97 by reaction of compound of example 6 with nicotinoyl chloride. The product is CC([C@@H](C(=O)OC)N1C(C2=CC(=CC=C2C1)C1=CC=C(C=C1)NC(C1=CN=CC=C1)=O)=O)C ((S)-Methyl 3-methyl-2-(6-(4-(nicotinamido)phenyl)-1-oxoisoindolin-2-yl)butanoate). The reactants are C(C1=CC=CC=C1)(=O)NC1=CC=C(C=C1)C1=CC=C2CN(C(C2=C1)=O)[C@H](C(=O)OC)C(C)C ((S)-Methyl 2-(6-(4-benzamidophenyl)-1-oxoisoindolin-2-yl)-3-methylbutanoate), NC1=CC=C(C=C1)C1=CC=C2CN(C(C2=C1)=O)[C@H](C(=O)OC)C(C)C ((S)-Methyl 2-(6-(4-aminophenyl)-1-oxoisoindolin-2-yl)-3-methylbutanoate), C(C1=CN=CC=C1)(=O)Cl (nicotinoyl chloride). Isolated yield 91.0%. RXN SMILES: [C:1]([NH:9][C:10]1[CH:15]=[CH:14][C:13]([C:16]2[CH:24]=[C:23]3[C:19]([CH2:20][N:21]([C@@H:26]([CH:31]([CH3:33])[CH3:32])[C:27]([O:29][CH3:30])=[O:28])[C:22]3=[O:25])=[CH:18][CH:17]=2)=[CH:12][CH:11]=1)(=[O:8])[C:2]1[CH:7]=C[CH:5]=[CH:4][CH:3]=1.[NH2:34]C1C=CC(C2C=C3C(CN([C@@H](C(C)C)C(OC)=O)C3=O)=CC=2)=CC=1.C(Cl)(=O)C1C=CC=NC=1>>[CH3:32][CH:31]([CH3:33])[C@H:26]([N:21]1[CH2:20][C:19]2[C:23](=[CH:24][C:16]([C:13]3[CH:12]=[CH:11][C:10]([NH:9][C:1](=[O:8])[C:2]4[CH:3]=[CH:4][CH:5]=[N:34][CH:7]=4)=[CH:15][CH:14]=3)=[CH:17][CH:18]=2)[C:22]1=[O:25])[C:27]([O:29][CH3:30])=[O:28]. The reactants are O=C(Cl)N1CC(Oc2ccc(Br)cc2)C1, [NH4+], C1CCOC1, [OH-], O. The product is NC(=O)N1CC(Oc2ccc(Br)cc2)C1. Reaction SMILES: [Br:1][c:2]1[cH:3][cH:4][c:5]([O:6][CH:7]2[CH2:8][N:9]([C:11](=[O:12])[Cl:13])[CH2:10]2)[cH:14][cH:15]1.[NH4+:16].[O:18]1[CH2:19][CH2:20][CH2:21][CH2:22]1.[OH-:17].[OH2:23]>>[Br:1][c:2]1[cH:3][cH:4][c:5]([O:6][CH:7]2[CH2:8][N:9]([C:11](=[O:12])[NH2:16])[CH2:10]2)[cH:14][cH:15]1. Reactants: CCOC(=O)Oc1ccc(C=CC(=O)N2CCN(CC(=O)N3CCCC3)CC2)cc1, C1CCNC1, ClC(Cl)Cl. The product is O=C(C=Cc1ccc(O)cc1)N1CCN(CC(=O)N2CCCC2)CC1. As a reaction SMILES: [CH2:1]([O:2][C:3](=[O:4])[O:6][c:7]1[cH:8][cH:9][c:10]([CH:11]=[CH:12][C:13](=[O:14])[N:15]2[CH2:16][CH2:17][N:18]([CH2:21][C:22](=[O:23])[N:24]3[CH2:25][CH2:26][CH2:27][CH2:28]3)[CH2:19][CH2:20]2)[cH:29][cH:30]1)[CH3:5].[CH2:31]1[CH2:32][NH:33][CH2:34][CH2:35]1.[CH:36]([Cl:37])([Cl:38])[Cl:39]>>[OH:6][c:7]1[cH:8][cH:9][c:10]([CH:11]=[CH:12][C:13](=[O:14])[N:15]2[CH2:16][CH2:17][N:18]([CH2:21][C:22](=[O:23])[N:24]3[CH2:25][CH2:26][CH2:27][CH2:28]3)[CH2:19][CH2:20]2)[cH:29][cH:30]1.